Dataset: the Open Reaction Database (ORD), a public repository of structured organic reaction records. Task: describe an organic reaction: reactants, conditions, products, and yield Reactants: CCOCC, Cc1ccccc1, COc1ccc2c(Cc3c(Cl)cncc3Cl)nnc(C#CC(C)(C)O)c2c1, [H-], [Na+]. Yields the product C#Cc1nnc(Cc2c(Cl)cncc2Cl)c2ccc(OC)cc12. RXN SMILES: [CH2:37]([O:38][CH2:39][CH3:40])[CH3:41].[CH3:30][c:31]1[cH:32][cH:33][cH:34][cH:35][cH:36]1.[Cl:1][c:2]1[cH:3][n:4][cH:5][c:6]([Cl:27])[c:7]1[CH2:8][c:9]1[n:10][n:11][c:12]([C:21]#[C:22][C:23]([CH3:24])([OH:25])[CH3:26])[c:13]2[cH:14][c:15]([O:19][CH3:20])[cH:16][cH:17][c:18]12.[H-:29].[Na+:28]>>[Cl:1][c:2]1[cH:3][n:4][cH:5][c:6]([Cl:27])[c:7]1[CH2:8][c:9]1[n:10][n:11][c:12]([C:21]#[CH:22])[c:13]2[cH:14][c:15]([O:19][CH3:20])[cH:16][cH:17][c:18]12. Starting materials: BrC1=CC=C(CN2C=C(C(C3=CC=CC=C23)=O)C(=O)OCC)C=C1 (ethyl 1-(4-bromobenzyl)-4-oxo-1,4-dihydroquinoline-3-carboxylate), O1C(CCCC1)N1N=CC=C1B1OC(C(O1)(C)C)(C)C (1-(tetrahydro-2H-pyran-2-yl)-5-(4,4,5,5-tetramethyl-1,3,2-dioxaborolan-2-yl)-1H-pyrazole), P(=O)([O-])([O-])[O-].[K+].[K+].[K+] (potassium phosphate). The reagents and catalysts are C1=CC=C(C=C1)P(C2=CC=CC=C2)[C]3[CH][CH][CH][CH]3.C1=CC=C(C=C1)P(C2=CC=CC=C2)[C]3[CH][CH][CH][CH]3.Cl[Pd]Cl.[Fe] ([1,1-bis(diphenylphosphino)ferrocene]dichloropalladium(II)). The solvent is COCCOC.O (DME water), C(C)(=O)OCC (ethyl acetate). Reaction conditions: temperature 100 celsius, time 1 hour. The product is O=C1C(=CN(C2=CC=CC=C12)CC1=CC=C(C=C1)C1=CC=NN1C1OCCCC1)C(=O)OCC (ethyl 4-oxo-1-{4-[1-(tetrahydro-2H-pyran-2-yl)-1H-pyrazol-5-yl]benzyl}-1,4-dihydroquinoline-3-carboxylate). The yield is 39.0%. RXN SMILES: Br[C:2]1[CH:24]=[CH:23][C:5]([CH2:6][N:7]2[C:16]3[C:11](=[CH:12][CH:13]=[CH:14][CH:15]=3)[C:10](=[O:17])[C:9]([C:18]([O:20][CH2:21][CH3:22])=[O:19])=[CH:8]2)=[CH:4][CH:3]=1.[O:25]1[CH2:30][CH2:29][CH2:28][CH2:27][CH:26]1[N:31]1[C:35](B2OC(C)(C)C(C)(C)O2)=[CH:34][CH:33]=[N:32]1.P([O-])([O-])([O-])=O.[K+].[K+].[K+]>COCCOC.O.C(OCC)(=O)C.C1C=CC(P([C]2[CH][CH][CH][CH]2)C2C=CC=CC=2)=CC=1.C1C=CC(P([C]2[CH][CH][CH][CH]2)C2C=CC=CC=2)=CC=1.Cl[Pd]Cl.[Fe]>[O:17]=[C:10]1[C:11]2[C:16](=[CH:15][CH:14]=[CH:13][CH:12]=2)[N:7]([CH2:6][C:5]2[CH:23]=[CH:24][C:2]([C:35]3[N:31]([CH:26]4[CH2:27][CH2:28][CH2:29][CH2:30][O:25]4)[N:32]=[CH:33][CH:34]=3)=[CH:3][CH:4]=2)[CH:8]=[C:9]1[C:18]([O:20][CH2:21][CH3:22])=[O:19] |f:2.3.4.5,6.7,9.10.11.12,^1:70,71,72,73,74,88,89,90,91,92|. Procedure details: To a suspension of ethyl 1-(4-bromobenzyl)-4-oxo-1,4-dihydroquinoline-3-carboxylate (0.8 g) known from a document (Journal of Medicinal Chemistry, 2007, 50, 5471), 1-(tetrahydro-2H-pyran-2-yl)-5-(4,4,5,5-tetramethyl-1,3,2-dioxaborolan-2-yl)-1H-pyrazole (0.86 g) and potassium phosphate (1.1 g) in DME-water (4:1, 20 mL) was added [1,1-bis(diphenylphosphino)ferrocene]dichloropalladium(II) (0.08 g), and the mixture was stirred at 100° C. for 1 hr under microwave irradiation. The reaction mixture was... The reactants are COC([C@@](N)(C)C=1N=CC=2N(C3=CC=CC=C3C2C1)S(=O)(=O)C)=O (2-[9-(methylsulfonyl)-β-carbolin-3-yl]-alanine methylester), C12C(C3CC(CC(C1)C3)C2)OC(=O)Cl (2-adamantyloxycarbonyl chloride), C(C)(C)N(CC)C(C)C (diisopropyl ethylamine). The solvent is C1CCOC1 (THF), C1CCOC1 (THF). Reaction conditions: time 4 hour. Product: COC([C@@](NC(=O)OC1C2CC3CC(CC1C3)C2)(C)C=2N=CC=3N(C1=CC=CC=C1C3C2)S(=O)(=O)C)=O (N-(2-adamantyloxy-carbonyl)-2-[9-(methylsulfonyl)-β-carbolin-3-yl]-alanine methylester). Reaction SMILES: [CH3:1][O:2][C:3](=[O:24])[C@:4]([C:7]1[N:8]=[CH:9][C:10]2[N:11]([S:20]([CH3:23])(=[O:22])=[O:21])[C:12]3[C:17]([C:18]=2[CH:19]=1)=[CH:16][CH:15]=[CH:14][CH:13]=3)([CH3:6])[NH2:5].[CH:25]12[CH2:34][CH:29]3[CH2:30][CH:31]([CH2:33][CH:27]([CH2:28]3)[CH:26]1[O:35][C:36](Cl)=[O:37])[CH2:32]2.C(N(C(C)C)CC)(C)C>C1COCC1>[CH3:1][O:2][C:3](=[O:24])[C@:4]([C:7]1[N:8]=[CH:9][C:10]2[N:11]([S:20]([CH3:23])(=[O:22])=[O:21])[C:12]3[C:17]([C:18]=2[CH:19]=1)=[CH:16][CH:15]=[CH:14][CH:13]=3)([CH3:6])[NH:5][C:36]([O:35][CH:26]1[CH:25]2[CH2:34][CH:29]3[CH2:30][CH:31]([CH2:33][CH:27]1[CH2:28]3)[CH2:32]2)=[O:37]. Procedure details: To a stirred solution of 2-[9-(methylsulfonyl)-β-carbolin-3-yl]-alanine methylester (0.5 g, 1.4 mmol) in THF (10 mL) was added 2-adamantyloxycarbonyl chloride (345 rag, 1.7 mmol) and the solution was treated with diisopropyl ethylamine (219 mg, 1.7 mmol) in THF (5 mL). The reaction mixture was stirred for 4 hours at room temperature, evaporated in vacuum and partitioned between ethyl acetate (100 mL) and water (50 mL). The organic layer was separated,washed successively with 7.5% citric acid sol...